Dataset: the Open Reaction Database (ORD), a public repository of structured organic reaction records. Task: describe an organic reaction: reactants, conditions, products, and yield Starting materials: CCOC(=O)/N=N/C(=O)OCC (Diethylazodicarboxylate), OCC1=NC2=CC=CC=C2C=C1 (2-(hydroxymethyl)quinoline), C1(=CC=CC=C1)P(C1=CC=CC=C1)C1=CC=CC=C1 (triphenyl phosphine), ON1C(C=2C(C1=O)=CC=CC2)=O (N-hydroxyphthalimide). Solvent: C1CCOC1 (THF). Reaction conditions: time 8 hour. Yields the product N1=C(C=CC2=CC=CC=C12)CON1C(C=2C(C1=O)=CC=CC2)=O (N-(2-quinolyl)methoxyphthalimide). The yield is 75.8%. RXN SMILES: [OH:1][CH2:2][C:3]1[CH:12]=[CH:11][C:10]2[C:5](=[CH:6][CH:7]=[CH:8][CH:9]=2)[N:4]=1.C1(P(C2C=CC=CC=2)C2C=CC=CC=2)C=CC=CC=1.O[N:33]1[C:37](=[O:38])[C:36]2=[CH:39][CH:40]=[CH:41][CH:42]=[C:35]2[C:34]1=[O:43].CCOC(/N=N/C(OCC)=O)=O>C1COCC1>[N:4]1[C:5]2[C:10](=[CH:9][CH:8]=[CH:7][CH:6]=2)[CH:11]=[CH:12][C:3]=1[CH2:2][O:1][N:33]1[C:34](=[O:43])[C:35]2=[CH:42][CH:41]=[CH:40][CH:39]=[C:36]2[C:37]1=[O:38]. Reported procedure: 2-(hydroxymethyl)quinoline (1.20 g, 7.55 mmol), triphenyl phosphine (1.00 g, 6.29 mmol, 1.05 equiv) and N-hydroxyphthalimide (1.08 g, 6.63 mmol, 1.05 equiv) were dissolved in 25 mL of dry THF. Diethylazodicarboxylate (1.09 mL, 6.93 mmol, 1.10 equiv) was then added dropwise and the reaction was stirred overnight. The reaction mixture filtered to give a white solid. The filtrate was concentrated and a second crop of material was obtained by triturating with Et2O. This was combined with the origina... The reactants are CC1C(=NNC(S1)=O)C=1C=C2CC(NC2=CC1)=O (5-(3,6-dihydro-6-methyl-2-oxo-2H-1,3,4-thiadiazin-5-yl)-1,3-dihydro-2H-indol-2-one), S1C(=CC=C1)C=O (2-thiophene carboxaldehyde). Product: CC1C(=NNC(S1)=O)C=1C=C2C(C(NC2=CC1)=O)=CC=1SC=CC1 (1,3-Dihydro-5-(3,6-dihydro-6-methyl-2-oxo-2H-1,3,4-thiadiazin-5-yl)-3-(2-thienylmethylene)-2H-indole- 2-one). Yield: 19.0%. As a reaction SMILES: [CH3:1][CH:2]1[S:7][C:6](=[O:8])[NH:5][N:4]=[C:3]1[C:9]1[CH:10]=[C:11]2[C:15](=[CH:16][CH:17]=1)[NH:14][C:13](=[O:18])[CH2:12]2.[S:19]1[CH:23]=[CH:22][CH:21]=[C:20]1[CH:24]=O>>[CH3:1][CH:2]1[S:7][C:6](=[O:8])[NH:5][N:4]=[C:3]1[C:9]1[CH:10]=[C:11]2[C:15](=[CH:16][CH:17]=1)[NH:14][C:13](=[O:18])[C:12]2=[CH:24][C:20]1[S:19][CH:23]=[CH:22][CH:21]=1. Procedure details: Starting from 5-(3,6-dihydro-6-methyl-2-oxo-2H-1,3,4-thiadiazin-5-yl)-1,3-dihydro-2H-indol-2-one and 2-thiophene carboxaldehyde and following the method described in Example 10, the desired compound was obtained. The reactants are BrC=1C=C2C=CC(=CC2=CC1)C(=O)O (6-bromo-2-naphthoic acid), C(C)N(C(C)C)C(C)C (N-ethyldiisopropylamine), C1(CCC1)N (cyclobutylamine), Cl.C(C)N=C=NCCCN(C)C (1-ethyl-3-(3-dimethylaminopropyl)carbodiimide hydrochloride), O.ON1N=NC2=C1C=CC=C2 (1-hydroxy-1H-benzotriazole monohydrate). Procedure details: By reactions similar to those in Reference Example 2, using 6-bromo-2-naphthoic acid (1.01 g), 1-ethyl-3-(3-dimethylaminopropyl)carbodiimide hydrochloride (0.92 g), 1-hydroxy-1H-benzotriazole monohydrate (0.735 g; HOBt), dimethylformamide (16 ml), N-ethyldiisopropylamine (0.62 g) and cyclobutylamine (0.45 g), the title compound (0.89 g) was obtained as colorless needle crystals. The solvent is CN(C=O)C (dimethylformamide). The yield is 72.7%. Yields the product BrC=1C=C2C=CC(=CC2=CC1)C(=O)NC1CCC1 (6-bromo-N-cyclobutyl-2-naphthamide). RXN SMILES: [Br:1][C:2]1[CH:3]=[C:4]2[C:9](=[CH:10][CH:11]=1)[CH:8]=[C:7]([C:12]([OH:14])=O)[CH:6]=[CH:5]2.Cl.C(N=C=NCCCN(C)C)C.O.O[N:29]1[C:33]2[CH:34]=[CH:35][CH:36]=CC=2N=N1.C(N(C(C)C)C(C)C)C.C1(N)CCC1>CN(C)C=O>[Br:1][C:2]1[CH:3]=[C:4]2[C:9](=[CH:10][CH:11]=1)[CH:8]=[C:7]([C:12]([NH:29][CH:33]1[CH2:34][CH2:35][CH2:36]1)=[O:14])[CH:6]=[CH:5]2 |f:1.2,3.4|. Starting materials: CC1(C)COC(c2ccccc2Br)=N1, O=C1CCN(Cc2ccccc2)C1. The product is CC1(C)COC(c2ccccc2C2(O)CCN(Cc3ccccc3)C2)=N1. As a reaction SMILES: [Br:14][c:15]1[c:16]([C:21]2=[N:25][C:24]([CH3:26])([CH3:27])[CH2:23][O:22]2)[cH:17][cH:18][cH:19][cH:20]1.[CH2:1]([c:2]1[cH:3][cH:4][cH:5][cH:6][cH:7]1)[N:8]1[CH2:9][C:10](=[O:13])[CH2:11][CH2:12]1>>[CH2:1]([c:2]1[cH:3][cH:4][cH:5][cH:6][cH:7]1)[N:8]1[CH2:9][C:10]([OH:13])([c:15]2[c:16]([C:21]3=[N:25][C:24]([CH3:26])([CH3:27])[CH2:23][O:22]3)[cH:17][cH:18][cH:19][cH:20]2)[CH2:11][CH2:12]1. Reactants: C1C2CC3(CC(CC13)C2)C(=O)NC(=S)NCCOC (1-(Hexahydro-2,5-methano-pentalene-3a-carbonyl)-3-(2-methoxyethyl)-thiourea), BrCC(C(C)(C)C)=O (1-bromo-3,3-dimethyl-butan-2-one). The product is C(C)(C)(C)C=1N(/C(/SC1)=N/C(=O)C12CC3CC2CC(C1)C3)CCOC (N-[(2Z)-4-tert-butyl-3-(2-methoxyethyl)-1,3-thiazol-2(3H)-ylidene]hexahydro-2,5-methanopentalene-3a(1H)-carboxamide). RXN SMILES: [CH2:1]1[CH:8]2[C:4]3([C:10]([NH:12][C:13]([NH:15][CH2:16][CH2:17][O:18][CH3:19])=[S:14])=[O:11])[CH2:5][CH:6]([CH2:9][CH:2]1[CH2:3]3)[CH2:7]2.Br[CH2:21][C:22](=O)[C:23]([CH3:26])([CH3:25])[CH3:24]>>[C:23]([C:22]1[N:15]([CH2:16][CH2:17][O:18][CH3:19])/[C:13](=[N:12]/[C:10]([C:4]23[CH2:5][CH:6]4[CH2:9][CH:2]([CH2:1][CH:8]2[CH2:7]4)[CH2:3]3)=[O:11])/[S:14][CH:21]=1)([CH3:26])([CH3:25])[CH3:24]. Reported procedure: A mixture of Example 14B (57 mg, 0.20 mmol) and 1-bromo-3,3-dimethyl-butan-2-one (36 mg, 0.027 mL, 0.20 mmol, Aldrich) was processed according to the method described in Example 14C. Purification by column chromatography (SiO2, 30-45% ethyl acetate/hexanes gradient) afforded title compound. 1H NMR (dimethylsulfoxide-d6 300 MHz) δ 1.37 (s, 9 H), 1.56-1.63 (m, 4 H), 1.69-1.79 (m, 4 H), 2.07-2.18 (m, 2 H), 2.24-2.30 (m, 2 H), 2.53-2.60 (m, 1 H), 3.26 (s, 3 H), 3.75 (t, J=6.78 Hz, 2 H), 4.40 (t, J=6...